From a dataset of the Open Reaction Database (ORD), a public repository of structured organic reaction records. describe an organic reaction: reactants, conditions, products, and yield Reactants: C(C=C)(=O)OCCCCCCOC1=CC=C(C=C1)OC(=O)C1=C(C(=O)O)C=C(C=C1)C(=O)OC1=CC=C(C=C1)OCCCCCCOC(C=C)=O (2,5-bis[4-(6-acryloyloxyhexyloxy)phenylcarboxy]benzoic acid), [N+](=O)([O-])C1=CC=C(C=C1)N=NC1=CC=C(C(=O)OC2=CC=C(C=C2)CO)C=C1 ((4-[4-(4-nitrophenylazo)benzoyloxy]phenyl)methanol), C1(CCCCC1)N=C=NC1CCCCC1 (N,N'-dicyclohexylcarbodiimide), O (water). Reagents/catalysts: CN(C1=CC=NC=C1)C (4-dimethylaminopyridine). Run in ClCCl (dichloromethane). Run at time 8 hour. Yields the product C(C=C)(=O)OCCCCCCOC1=CC=C(C=C1)OC(=O)C1=C(C(=O)OCC2=CC=C(C=C2)OC(C2=CC=C(C=C2)N=NC2=CC=C(C=C2)[N+](=O)[O-])=O)C=C(C=C1)C(=O)OC1=CC=C(C=C1)OCCCCCCOC(C=C)=O ((4-[4-(4-nitrophenylazo)benzoyloxy]phenyl)methyl 2,5-bis[4-(6-acryloyloxyhexyloxy)phenylcarboxy]benzoate). Isolated yield 44.1%. Reaction SMILES: C1(N=C=NC2CCCCC2)CCCCC1.[C:16]([O:20][CH2:21][CH2:22][CH2:23][CH2:24][CH2:25][CH2:26][O:27][C:28]1[CH:33]=[CH:32][C:31]([O:34][C:35]([C:37]2[CH:45]=[CH:44][C:43]([C:46]([O:48][C:49]3[CH:54]=[CH:53][C:52]([O:55][CH2:56][CH2:57][CH2:58][CH2:59][CH2:60][CH2:61][O:62][C:63](=[O:66])[CH:64]=[CH2:65])=[CH:51][CH:50]=3)=[O:47])=[CH:42][C:38]=2[C:39]([OH:41])=[O:40])=[O:36])=[CH:30][CH:29]=1)(=[O:19])[CH:17]=[CH2:18].[N+:67]([C:70]1[CH:75]=[CH:74][C:73]([N:76]=[N:77][C:78]2[CH:94]=[CH:93][C:81]([C:82]([O:84][C:85]3[CH:90]=[CH:89][C:88]([CH2:91]O)=[CH:87][CH:86]=3)=[O:83])=[CH:80][CH:79]=2)=[CH:72][CH:71]=1)([O-:69])=[O:68].O>CN(C)C1C=CN=CC=1.ClCCl>[C:16]([O:20][CH2:21][CH2:22][CH2:23][CH2:24][CH2:25][CH2:26][O:27][C:28]1[CH:29]=[CH:30][C:31]([O:34][C:35]([C:37]2[CH:45]=[CH:44][C:43]([C:46]([O:48][C:49]3[CH:50]=[CH:51][C:52]([O:55][CH2:56][CH2:57][CH2:58][CH2:59][CH2:60][CH2:61][O:62][C:63](=[O:66])[CH:64]=[CH2:65])=[CH:53][CH:54]=3)=[O:47])=[CH:42][C:38]=2[C:39]([O:41][CH2:91][C:88]2[CH:89]=[CH:90][C:85]([O:84][C:82](=[O:83])[C:81]3[CH:80]=[CH:79][C:78]([N:77]=[N:76][C:73]4[CH:74]=[CH:75][C:70]([N+:67]([O-:69])=[O:68])=[CH:71][CH:72]=4)=[CH:94][CH:93]=3)=[CH:86][CH:87]=2)=[O:40])=[O:36])=[CH:32][CH:33]=1)(=[O:19])[CH:17]=[CH2:18]. Procedure details: 0.2 g of N,N'-dicyclohexylcarbodiimide is added at room temperature while stirring to a solution of 0.6 g of 2,5-bis[4-(6-acryloyloxyhexyloxy)phenylcarboxy]benzoic acid, 0.4 g of (4-[4-(4-nitrophenylazo)benzoyloxy]phenyl)methanol and 0.04 g of 4-dimethylaminopyridine in 20 ml of dichloromethane. The reaction as mixture is stirred at room temperature overnight, poured into 100 ml of water and then extracted three times with 50 ml of dichloromethane each time. The organic phases are combined, wash...